Dataset: the Open Reaction Database (ORD), a public repository of structured organic reaction records. Task: describe an organic reaction: reactants, conditions, products, and yield Yields the product CN1N=NC=2C1=CC=C(C2C(=O)OC)C(=O)OC (Dimethyl 1-methyl-1H-benzotriazole-4,5-dicarboxylate). Reported procedure: A stirred solution of dimethyl 1H-benzotriazole-4,5-dicarboxylate (10.1 g, 43 mmol) in dimethylformamide is treated portion-wise, with cooling, with sodium hydride. When gas evolution has ceased, the reaction mixture is treated dropwise with iodomethane (6.7 g, 461 mmol) stirred at room temperature for 2 hours, concentrated in vacuo and diluted with a mixture of chloroform and water. The layers are separated; the organic layer is washed with brine, dried over MgSO4 and concentrated in vacuo to g... The reactants are [H-].[Na+] (sodium hydride), N1N=NC=2C1=CC=C(C2C(=O)OC)C(=O)OC (dimethyl 1H-benzotriazole-4,5-dicarboxylate), IC (iodomethane). Run at time 2 hour. As a reaction SMILES: [NH:1]1[C:5]2=[CH:6][CH:7]=[C:8]([C:14]([O:16][CH3:17])=[O:15])[C:9]([C:10]([O:12][CH3:13])=[O:11])=[C:4]2[N:3]=[N:2]1.[H-].[Na+].I[CH3:21]>CN(C)C=O>[CH3:21][N:1]1[C:5]2=[CH:6][CH:7]=[C:8]([C:14]([O:16][CH3:17])=[O:15])[C:9]([C:10]([O:12][CH3:13])=[O:11])=[C:4]2[N:3]=[N:2]1 |f:1.2|. Solvent: CN(C=O)C (dimethylformamide). Procedure details: 4-Bromo-5-fluoro-2-methoxyphenol (500 mg, 0.002 mol), phenylboronic acid (0.73 g, 0.0060 mol), TEA (2.0 mL, 0.014 mol), cupric acetate (0.70 g, 0.0038 mol) and DCM (20 mL, 0.4 mol) were added to a 100 mL oven dried flask and the reaction was stirred at rt for 48 h. Reaction mixture was then filtered through celite. The filtrate was concentrated in vacuo to give a residue which was purified by silica gel chromatography, eluting with 5% EtOAc in hexane. 1H NMR (400 MHz, CDCl3): δ=3.83 (s, 3H), 6.7... Reaction SMILES: [Br:1][C:2]1[C:7]([F:8])=[CH:6][C:5]([OH:9])=[C:4]([O:10][CH3:11])[CH:3]=1.[C:12]1(B(O)O)[CH:17]=[CH:16][CH:15]=[CH:14][CH:13]=1.C(Cl)Cl>>[Br:1][C:2]1[CH:3]=[C:4]([O:10][CH3:11])[C:5]([O:9][C:12]2[CH:17]=[CH:16][CH:15]=[CH:14][CH:13]=2)=[CH:6][C:7]=1[F:8]. Yields the product BrC1=C(C=C(C(=C1)OC)OC1=CC=CC=C1)F (1-Bromo-2-fluoro-5-methoxy-4-phenoxybenzene). Reaction conditions: time 48 hour. Reactants: BrC1=CC(=C(C=C1F)O)OC (4-Bromo-5-fluoro-2-methoxyphenol), C1(=CC=CC=C1)B(O)O (phenylboronic acid), TEA, cupric acetate, C(Cl)Cl (DCM). Starting materials: CCC1(C(=O)CC#N)CCCCC1, Cl. Yields the product CCC1(C(C)=O)CCCCC1. RXN SMILES: [CH2:1]([CH3:2])[C:3]1([C:9](=[O:10])[CH2:11][C:12]#[N:13])[CH2:4][CH2:5][CH2:6][CH2:7][CH2:8]1.[ClH:14]>>[CH2:1]([CH3:2])[C:3]1([C:9](=[O:10])[CH3:11])[CH2:4][CH2:5][CH2:6][CH2:7][CH2:8]1.